From a dataset of the Open Reaction Database (ORD), a public repository of structured organic reaction records. describe an organic reaction: reactants, conditions, products, and yield Reactants: C(C)C1C(CC(C(C(OC(C2CCCCN2C(C(C2(C(CC(C(C(CC(CC(=C1)C)C)OC)O2)OC)C)O)=O)=O)=O)C(=CC2CC(C(CC2)O)OC)C)C)O)=O (17-ethyl-1,14-dihydroxy-12-[2'-(4"-hydroxy-3"-methoxycyclohexyl)-1'-methylvinyl]-23,25-dimethoxy-13,19,21,27-tetramethyl-11,28-dioxa-4-azatricyclo[22.3.1.04,9 ]octacos-18-ene-2,3,10,16-tetraone), C(C)(=O)O (acetic acid), C(O)(O)=O.C1(=CC=CC2=CC=CC=C12)[Bi](C1=CC=CC2=CC=CC=C12)C1=CC=CC2=CC=CC=C12 (tri(1-naphthyl)bismuth carbonate), C(C)(=O)O.C(C)(=O)O.C1(=CC=CC2=CC=CC=C12)[Bi](C1=CC=CC2=CC=CC=C12)C1=CC=CC2=CC=CC=C12 (tri(1-naphthyl)bismuth diacetate), C(C)(=O)O.C(C)(=O)O.C1(=CC=CC2=CC=CC=C12)[Bi](C1=CC=CC2=CC=CC=C12)C1=CC=CC2=CC=CC=C12 (tri(1-naphthyl)bismuth diacetate). Reagents/catalysts: CC(=O)[O-].CC(=O)[O-].[Cu+2] (Cu(OAc)2). Run in C(Cl)Cl (CH2Cl2), C(Cl)Cl (CH2Cl2), C(=O)(O)[O-].[Na+] (NaHCO3). Conditions: temperature 40 celsius, time 16 hour. Product: C(C)C1C(CC(C(C(OC(C2CCCCN2C(C(C2(C(CC(C(C(CC(CC(=C1)C)C)OC)O2)OC)C)O)=O)=O)=O)C(=CC2CC(C(CC2)OC2=CC=CC1=CC=CC=C21)OC)C)C)O)=O (17-ethyl-1,14-dihydroxy-12-[2'-(4"-(naphth-1-yloxy)-3"-methoxycyclohexyl)-1'-methylvinyl]-23,25-dimethoxy-13,19,21,27-tetramethyl-11,28-dioxa-4-azatricyclo[22.3.1.04,9 ]-octacos-18-ene-2,3,10,16-tetraone). As a reaction SMILES: [CH2:1]([CH:3]1[CH:29]=[C:28]([CH3:30])[CH2:27][CH:26]([CH3:31])[CH2:25][CH:24]([O:32][CH3:33])[CH:23]2[O:34][C:19]([OH:38])([CH:20]([CH3:37])[CH2:21][CH:22]2[O:35][CH3:36])[C:18](=[O:39])[C:17](=[O:40])[N:16]2[CH:11]([CH2:12][CH2:13][CH2:14][CH2:15]2)[C:10](=[O:41])[O:9][CH:8]([C:42]([CH3:53])=[CH:43][CH:44]2[CH2:49][CH2:48][CH:47]([OH:50])[CH:46]([O:51][CH3:52])[CH2:45]2)[CH:7]([CH3:54])[CH:6]([OH:55])[CH2:5][C:4]1=[O:56])[CH3:2].C(O)(=O)C.C(O)(=O)C.[C:65]1([Bi](C2C3C(=CC=CC=3)C=CC=2)C2C3C(=CC=CC=3)C=CC=2)[C:74]2[C:69](=[CH:70][CH:71]=[CH:72][CH:73]=2)[CH:68]=[CH:67][CH:66]=1.C(O)(=O)C.C(=O)(O)O.C1([Bi](C2C3C(=CC=CC=3)C=CC=2)C2C3C(=CC=CC=3)C=CC=2)C2C(=CC=CC=2)C=CC=1>C(Cl)Cl.C([O-])(O)=O.[Na+].CC([O-])=O.CC([O-])=O.[Cu+2]>[CH2:1]([CH:3]1[CH:29]=[C:28]([CH3:30])[CH2:27][CH:26]([CH3:31])[CH2:25][CH:24]([O:32][CH3:33])[CH:23]2[O:34][C:19]([OH:38])([CH:20]([CH3:37])[CH2:21][CH:22]2[O:35][CH3:36])[C:18](=[O:39])[C:17](=[O:40])[N:16]2[CH:11]([CH2:12][CH2:13][CH2:14][CH2:15]2)[C:10](=[O:41])[O:9][CH:8]([C:42]([CH3:53])=[CH:43][CH:44]2[CH2:49][CH2:48][CH:47]([O:50][C:73]3[C:74]4[C:69](=[CH:68][CH:67]=[CH:66][CH:65]=4)[CH:70]=[CH:71][CH:72]=3)[CH:46]([O:51][CH3:52])[CH2:45]2)[CH:7]([CH3:54])[CH:6]([OH:55])[CH2:5][C:4]1=[O:56])[CH3:2] |f:1.2.3,5.6,8.9,10.11.12|. Reported procedure: To a stirred mixture of 17-ethyl-1,14-dihydroxy-12-[2'-(4"-hydroxy-3"-methoxycyclohexyl)-1'-methylvinyl]-23,25-dimethoxy-13,19,21,27-tetramethyl-11,28-dioxa-4-azatricyclo[22.3.1.04,9 ]octacos-18-ene-2,3,10,16-tetraone (150 mg, 0.19 mmol, 1 eq) and Cu(OAc)2 (6 mg, 0.033 mmol, 0.17 eq) in CH2Cl2 (2 ml) in a round bottom flask equipped with a magnetic stir-bar was added tri(1-naphthyl)bismuth diacetate [prepared immediately prior to use by addition of acetic acid (0.070 ml, 1.22 mmol, 6.4 eq) to a ... Starting materials: C(C1=CC=CC=C1)OC1=C(C=C(C#N)C=C1)O (4-benzyloxy-3-hydroxy-benzonitrile), CC(C)([O-])C.[K+] (potassium tert-butoxide), COCCl (chloromethyl methyl ether). Solvent: CCCCCC (hexane), C(C)(=O)OCC (ethyl acetate), CS(=O)C (dimethylsulfoxide), C(C)(=O)OCC (ethyl acetate), CCCCCC (hexane). Yields the product C(C1=CC=CC=C1)OC1=C(C=C(C#N)C=C1)OCOC (4-Benzyloxy-3-methoxymethoxy-benzonitrile). Isolated yield 62.3%. As a reaction SMILES: [CH2:1]([O:8][C:9]1[CH:16]=[CH:15][C:12]([C:13]#[N:14])=[CH:11][C:10]=1[OH:17])[C:2]1[CH:7]=[CH:6][CH:5]=[CH:4][CH:3]=1.CC(C)([O-])C.[K+].[CH3:24][O:25][CH2:26]Cl>CS(C)=O.C(OCC)(=O)C.CCCCCC>[CH2:1]([O:8][C:9]1[CH:16]=[CH:15][C:12]([C:13]#[N:14])=[CH:11][C:10]=1[O:17][CH2:24][O:25][CH3:26])[C:2]1[CH:3]=[CH:4][CH:5]=[CH:6][CH:7]=1 |f:1.2|. Reported procedure: To a solution of the resulting 4-benzyloxy-3-hydroxy-benzonitrile (300 mg, 1.33 mmol) and potassium tert-butoxide (300 mg, 2.66 mmol) in dimethylsulfoxide (4 mL) was added chloromethyl methyl ether (0.204 mL, 2.66 mmol) portionwise under nitrogen atmosphere stirring on an ice bath, and the solution was stirred for 2 days. NH silica gel (25 mL) was added to the reaction solution, purification was carried out by NH silica gel column chromatography (hexane:ethyl acetate=7:3) then silica gel column ... The reactants are CCCCO, CN1CCNCC1, O=Cc1ccc(OCCCCl)cc1Cl, [K+], [K+], O=C([O-])[O-], O. Product: CN1CCN(CCCOc2ccc(C=O)c(Cl)c2)CC1. Reaction SMILES: [CH2:28]([OH:29])[CH2:30][CH2:31][CH3:32].[CH3:1][N:2]1[CH2:3][CH2:4][NH:5][CH2:6][CH2:7]1.[Cl:8][c:9]1[c:10]([CH:11]=[O:12])[cH:13][cH:14][c:15]([O:17][CH2:18][CH2:19][CH2:20][Cl:21])[cH:16]1.[K+:22].[K+:23].[O-:24][C:25]([O-:26])=[O:27].[OH2:33]>>[CH3:1][N:2]1[CH2:3][CH2:4][N:5]([CH2:20][CH2:19][CH2:18][O:17][c:15]2[cH:14][cH:13][c:10]([CH:11]=[O:12])[c:9]([Cl:8])[cH:16]2)[CH2:6][CH2:7]1.